Dataset: the Open Reaction Database (ORD), a public repository of structured organic reaction records. Task: describe an organic reaction: reactants, conditions, products, and yield The reactants are OC[C@H](C)NC=1N=CC2=C(N1)CN(CC2)C(=O)OC(C)(C)C ((S)-tert-butyl 2-(1-hydroxypropan-2-ylamino)-5,6-dihydropyrido[3,4-d]pyrimidine-7(8H)-carboxylate), CO (MeOH), solution, Cl (HCl), O1CCOCC1 (dioxane). Solvent: C(Cl)Cl (DCM), C(Cl)Cl (DCM). Conditions: time 18 hour. Yields the product N1=C(N=CC2=C1CNCC2)N[C@H](CO)C ((S)-2-(5,6,7,8-tetrahydropyrido[3,4-d]pyrimidin-2-ylamino)propan-1-ol). Isolated yield 79.5%. RXN SMILES: [OH:1][CH2:2][C@@H:3]([NH:5][C:6]1[N:7]=[CH:8][C:9]2[CH2:15][CH2:14][N:13](C(OC(C)(C)C)=O)[CH2:12][C:10]=2[N:11]=1)[CH3:4].CO.Cl.O1CCOCC1>C(Cl)Cl>[N:11]1[C:10]2[CH2:12][NH:13][CH2:14][CH2:15][C:9]=2[CH:8]=[N:7][C:6]=1[NH:5][C@@H:3]([CH3:4])[CH2:2][OH:1]. Procedure: To a solution of 136 (39.5 g, 128 mmol), DCM (100 mL) and MeOH (100 mL) was added 4N solution of HCl in dioxane (160 mL, 640 mmol) and stirred for 18 h. The reaction was concentrated to afford a red oil. The residue was taken up in DCM/7N methanolic NH3 (100 mL, 9:1) and the mixture was sonicated for 5 min. The inorganic salt precipitate was removed by filtration and washed with the same solvent. The filtrate was concentrated to afford a viscous red oil. The crude product was purified by SiO2 ch...